From a dataset of the Open Reaction Database (ORD), a public repository of structured organic reaction records. describe an organic reaction: reactants, conditions, products, and yield Starting materials: O=[N+]([O-])[O-].[O-][N+]([O-])=O.[O-][N+]([O-])=O.[O-][N+]([O-])=O.[O-][N+]([O-])=O.[O-][N+]([O-])=O.[Ce+4].[NH4+].[NH4+] (CAN), C(CCC)C=1NC(=C(N1)Cl)CO (2-n-Butyl-4-chloro-5-hydroxymethylimidazole), [N+](=O)([O-])[O-] (nitrate), N1C=NC=C1 (imidazole), [OH-].[Na+] (NaOH). The solvent is C(C)(=O)O (acetic acid), C(C)(=O)O (acetic acid). Run at time 3 hour. Yields the product C(CCC)C=1NC(=C(N1)Cl)C=O (2-n-Butyl-4-chloroimidazole-5-carboxaldehyde). Isolated yield 77.1%. RXN SMILES: [CH2:1]([C:5]1[NH:6][C:7]([CH2:11][OH:12])=[C:8]([Cl:10])[N:9]=1)[CH2:2][CH2:3][CH3:4].[N+]([O-])([O-])=O.N1C=CN=C1.O=[N+]([O-])[O-].[O-][N+](=O)[O-].[O-][N+](=O)[O-].[O-][N+](=O)[O-].[O-][N+](=O)[O-].[O-][N+](=O)[O-].[Ce+4].[NH4+].[NH4+].[OH-].[Na+]>C(O)(=O)C>[CH2:1]([C:5]1[NH:6][C:7]([CH:11]=[O:12])=[C:8]([Cl:10])[N:9]=1)[CH2:2][CH2:3][CH3:4] |f:3.4.5.6.7.8.9.10.11,12.13|. Procedure details: 2-n-Butyl-4-chloro-5-hydroxymethylimidazole (50.0 g, 265 mmol, 1 eq.) was dissolved in glacial acetic acid (150 mL). A 1N cerricammonium nitrate (CAN) solution (575.0 mL, 595 mmol, 2.25 eq.) was then added dropwise to the stirred imidazole solution maintaining the temperature at 20°-30° C. After the addition was complete, an additional 10 mL of 1N CAN solution was added so that the mixture remained orange. After 3 hours, the reaction was cooled on ice and 50% NaOH (210 mL) was added to neutraliz... The reactants are C(C1=CC=CC=C1)OC1=C2N(C(=NC1=O)CC1(CCCC1)N1C=CC=3C1=NC=CC3)CCN(C2=O)C (9-benzyloxy-2-methyl-6-(1-pyrrolo[2,3-b]pyridin-1-yl-cyclopentylmethyl)-3,4-dihydro-2H-pyrazino[1,2-c]pyrimidine-1,8-dione), OCCN(C(=O)C1=NC(=NC(=C1OCC1=CC=CC=C1)O)CC1(CCCC1)N1C=CC=2C1=NC=CC2)C(C)C (5-Benzyloxy-6-hydroxy-2-(1-pyrrolo[2,3-b]pyridin-1-yl-cyclopentylmethyl)-pyrimidine-4-carboxylic acid (2-hydroxyethyl)-isopropylamide). The product is C(C1=CC=CC=C1)OC1=C2N(C(=NC1=O)CC1(CCCC1)N1C=CC=3C1=NC=CC3)CCN(C2=O)C(C)C (9-Benzyloxy-2-isopropyl-6-(1-pyrrolo[2,3-b]pyridin-1-yl-cyclopentylmethyl)-3,4-dihydro-2H-pyrazino[1,2-c]pyrimidine-1,8-dione), solid. The yield is 38.0%. As a reaction SMILES: C(OC1C(=O)N=C(CC2(N3C4=NC=CC=C4C=C3)CCCC2)N2CCN(C)C(=O)C=12)C1C=CC=CC=1.O[CH2:38][CH2:39][N:40]([CH:73]([CH3:75])[CH3:74])[C:41]([C:43]1[C:48]([O:49][CH2:50][C:51]2[CH:56]=[CH:55][CH:54]=[CH:53][CH:52]=2)=[C:47]([OH:57])[N:46]=[C:45]([CH2:58][C:59]2([N:64]3[C:68]4=[N:69][CH:70]=[CH:71][CH:72]=[C:67]4[CH:66]=[CH:65]3)[CH2:63][CH2:62][CH2:61][CH2:60]2)[N:44]=1)=[O:42]>>[CH2:50]([O:49][C:48]1[C:47](=[O:57])[N:46]=[C:45]([CH2:58][C:59]2([N:64]3[C:68]4=[N:69][CH:70]=[CH:71][CH:72]=[C:67]4[CH:66]=[CH:65]3)[CH2:63][CH2:62][CH2:61][CH2:60]2)[N:44]2[CH2:38][CH2:39][N:40]([CH:73]([CH3:74])[CH3:75])[C:41](=[O:42])[C:43]=12)[C:51]1[CH:56]=[CH:55][CH:54]=[CH:53][CH:52]=1. Reported procedure: 9-Benzyloxy-2-isopropyl-6-(1-pyrrolo[2,3-b]pyridin-1-yl-cyclopentylmethyl)-3,4-dihydro-2H-pyrazino[1,2-c]pyrimidine-1,8-dione (411) was prepared following the same method as described for 9-benzyloxy-2-methyl-6-(1-pyrrolo[2,3-b]pyridin-1-yl-cyclopentylmethyl)-3,4-dihydro-2H-pyrazino[1,2-c]pyrimidine-1,8-dione (407) from 5-benzyloxy-6-hydroxy-2-(1-pyrrolo[2,3-b]pyridin-1-yl-cyclopentylmethyl)-pyrimidine-4-carboxylic acid (2-hydroxyethyl)-isopropylamide (410) (110 mg, 0.21 mmol) and was obtained a... Reactants: ClC1=NC(=NC=C1OC1=C(C=C(C=C1)F)F)S(=O)(=O)C (4-chloro-5-(2,4-difluorophenoxy)-2-methylsulfonylpyrimidine), CN1C(C=2CCCCC2C(=C1)B1OC(C(O1)(C)C)(C)C)=O (2-methyl-4-(4,4,5,5-tetramethyl-1,3,2-dioxaborolan-2-yl)-5,6,7,8-tetrahydroisoquinolin-1-one), FC1=C(OC=2C(=NC(=NC2)S(=O)(=O)C)C2=CN(C(C=3CCCCC23)=O)C)C=CC(=C1)F (4-[5-(2,4-difluorophenoxy)-2-methylsulfonylpyrimidin-4-yl]-2-methyl-5,6,7,8-tetrahydroisoquinolin-1-one), C(C)S(=O)(=O)N (EtSO2NH2). Yields the product FC1=C(OC=2C(=NC(=NC2)NS(=O)(=O)CC)C2=CN(C(C=3CCCCC23)=O)C)C=CC(=C1)F (N-[5-(2,4-difluorophenoxy)-4-(2-methyl-1-oxo-5,6,7,8-tetrahydroisoquinolin-4-yl)pyrimidin-2-yl]ethanesulfonamide). RXN SMILES: ClC1C(OC2C=CC(F)=CC=2F)=CN=C(S(C)(=O)=O)N=1.CN1C=C(B2OC(C)(C)C(C)(C)O2)C2CCCCC=2C1=O.[F:42][C:43]1[CH:71]=[C:70]([F:72])[CH:69]=[CH:68][C:44]=1[O:45][C:46]1[C:47]([C:56]2[C:65]3[CH2:64][CH2:63][CH2:62][CH2:61][C:60]=3[C:59](=[O:66])[N:58]([CH3:67])[CH:57]=2)=[N:48][C:49](S(C)(=O)=O)=[N:50][CH:51]=1.[CH2:73]([S:75]([NH2:78])(=[O:77])=[O:76])[CH3:74]>>[F:42][C:43]1[CH:71]=[C:70]([F:72])[CH:69]=[CH:68][C:44]=1[O:45][C:46]1[C:47]([C:56]2[C:65]3[CH2:64][CH2:63][CH2:62][CH2:61][C:60]=3[C:59](=[O:66])[N:58]([CH3:67])[CH:57]=2)=[N:48][C:49]([NH:78][S:75]([CH2:73][CH3:74])(=[O:77])=[O:76])=[N:50][CH:51]=1. Procedure details: The title compound of Example 149, step 3 was reacted with the title compound of Example 163, step 3 in a manner similar to Example 163, step 4 and the resulting 4-[5-(2,4-difluorophenoxy)-2-methylsulfonylpyrimidin-4-yl]-2-methyl-5,6,7,8-tetrahydroisoquinolin-1-one was treated with EtSO2NH2 instead of MeSO2NH2 in a manner similar to Example 163, step 5 to give the title compound. 1H NMR (DMSO-d6, 400 MHz): δ 8.38 (s, 1H), 7.61 (s, 1H), 7.35-7.31 (m, 1H), 7.04-6.95 (m, 2H), 3.41 (s, 3H), 3.30-3.2... The reactants are [BH3-]C#N, CC(=O)O, CC(C)c1ccc(N)cc1, CO, O=Cc1ccc2cc(O)c(C(=O)O)cc2c1, Cl, [Na+]. The product is CC(C)c1ccc(NCc2ccc3cc(O)c(C(=O)O)cc3c2)cc1. Reaction SMILES: [C:31]([BH3-:32])#[N:33].[CH3:17][C:18](=[O:19])[OH:20].[CH3:21][CH:22]([CH3:23])[c:24]1[cH:25][cH:26][c:27]([NH2:28])[cH:29][cH:30]1.[CH3:36][OH:37].[CH:1](=[O:2])[c:3]1[cH:4][cH:5][c:6]2[cH:7][c:8]([OH:16])[c:9]([C:13](=[O:14])[OH:15])[cH:10][c:11]2[cH:12]1.[ClH:35].[Na+:34]>>[CH2:1]([c:3]1[cH:4][cH:5][c:6]2[cH:7][c:8]([OH:16])[c:9]([C:13](=[O:14])[OH:15])[cH:10][c:11]2[cH:12]1)[NH:28][c:27]1[cH:26][cH:25][c:24]([CH:22]([CH3:21])[CH3:23])[cH:30][cH:29]1. Reactants: CC1=C(C=C(C=C1)[N+](=O)[O-])NC1=NC=C(C(=N1)C=1C=NC=CC1)C(=O)OCC (ethyl 2-[(2-methyl-5-nitrophenyl)amino]-4-(3-pyridinyl)pyrimidine-5-carboxylate), C([O-])([O-])=O.[Na+].[Na+] (sodium carbonate), O (water). Solvent: C(C)O (ethanol). Run at temperature 50 celsius. The product is CC1=C(C=C(C=C1)[N+](=O)[O-])NC1=NC=C(C(=N1)C=1C=NC=CC1)C(=O)O (2-[(2-methyl-5-nitrophenyl)amino]-4-(3-pyridinyl)pyrimidine-5-carboxylic acid). Reaction SMILES: [CH3:1][C:2]1[CH:7]=[CH:6][C:5]([N+:8]([O-:10])=[O:9])=[CH:4][C:3]=1[NH:11][C:12]1[N:17]=[C:16]([C:18]2[CH:19]=[N:20][CH:21]=[CH:22][CH:23]=2)[C:15]([C:24]([O:26]CC)=[O:25])=[CH:14][N:13]=1.C(=O)([O-])[O-].[Na+].[Na+].O>C(O)C>[CH3:1][C:2]1[CH:7]=[CH:6][C:5]([N+:8]([O-:10])=[O:9])=[CH:4][C:3]=1[NH:11][C:12]1[N:17]=[C:16]([C:18]2[CH:19]=[N:20][CH:21]=[CH:22][CH:23]=2)[C:15]([C:24]([OH:26])=[O:25])=[CH:14][N:13]=1 |f:1.2.3|. Reported procedure: 23 g ethyl 2-[(2-methyl-5-nitrophenyl)amino]-4-(3-pyridinyl)pyrimidine-5-carboxylate and 19 g sodium carbonate in a mixture composed by 150 mL water and 150 mL ethanol is suspended. It is refluxed for three hours distilling the ethanol, and compensating with water the volume loss. Once completed the conversion, it is cooled to 50° C. and adjusted to pH 6 with acetic acid. The suspension is filtrated, yielding, upon drying, 20 g of product with HPLC purity of 95% (A %), which is identified throug... Procedure details: Prepared analogously to Example 26 from 1-methyl-2-[N-(4-amidino-2-methoxyphenyl)aminomethyl]benzimidazol-5-yl-carboxylic acid-N-phenyl-N-(2-ethoxycarbonylethyl)amide hydrochloride and sodium hydroxide solution. Yield: 71% of theory, C27H28N6O4 (500.6); Rf value: 0.15 (silica gel; dichloromethane/ethanol=4:1); EKA mass spectrum: (M+H)+=501; (M+Na)+=523; (M+2Na)++=273. The yield is 71.0%. Reaction SMILES: Cl.[C:2]1([N:8]([CH2:34][CH2:35][C:36]([O:38]CC)=[O:37])[C:9]([C:11]2[CH:33]=[CH:32][C:14]3[N:15]([CH3:31])[C:16]([CH2:18][NH:19][C:20]4[CH:25]=[CH:24][C:23]([C:26](=[NH:28])[NH2:27])=[CH:22][C:21]=4[O:29][CH3:30])=[N:17][C:13]=3[CH:12]=2)=[O:10])[CH:7]=[CH:6][CH:5]=[CH:4][CH:3]=1.[OH-].[Na+]>ClCCl.C(O)C>[C:2]1([N:8]([CH2:34][CH2:35][C:36]([OH:38])=[O:37])[C:9]([C:11]2[CH:33]=[CH:32][C:14]3[N:15]([CH3:31])[C:16]([CH2:18][NH:19][C:20]4[CH:25]=[CH:24][C:23]([C:26](=[NH:27])[NH2:28])=[CH:22][C:21]=4[O:29][CH3:30])=[N:17][C:13]=3[CH:12]=2)=[O:10])[CH:3]=[CH:4][CH:5]=[CH:6][CH:7]=1 |f:0.1,2.3,4.5|. Starting materials: Cl.C1(=CC=CC=C1)N(C(=O)C1=CC2=C(N(C(=N2)CNC2=C(C=C(C=C2)C(N)=N)OC)C)C=C1)CCC(=O)OCC (1-methyl-2-[N-(4-amidino-2-methoxyphenyl)aminomethyl]benzimidazol-5-yl-carboxylic acid-N-phenyl-N-(2-ethoxycarbonylethyl)amide hydrochloride), [OH-].[Na+] (sodium hydroxide), C27H28N6O4. The solvent is ClCCl.C(C)O (dichloromethane ethanol). The product is C1(=CC=CC=C1)N(C(=O)C1=CC2=C(N(C(=N2)CNC2=C(C=C(C=C2)C(N)=N)OC)C)C=C1)CCC(=O)O (1-Methyl-2-[N-(4-amidino-2-methoxyphenyl)aminomethyl]benzimidazol-5-yl-carboxylic acid-N-phenyl-N-(2-hydroxycarbonylethyl)amide). Starting materials: FC=1C=C(C=CC1)C(=O)N=C=S (3-fluoro-1-benzenecarbonyl isothiocyanate), FC=1C=C(C=CC1)C(=O)Cl (3-fluoro-1-benzenecarbonyl chloride), COC=1C=C2C(=CC=NC2=CC1OC)OC1=CC(=C(N)C=C1)F (4-[(6,7-Dimethoxy-4-quinolyl)oxy]-2-fluoroaniline). Run in C(C)O (ethanol), C(C)O (ethanol), C1(=CC=CC=C1)C (toluene). Run at time 2 hour. Yields the product FC=1C=C(C=CC1)C(=O)N=C=S (3-Fluoro-1-benzenecarbonyl isothiocyanate), COC=1C=C2C(=CC=NC2=CC1OC)OC1=CC(=C(C=C1)NC(=S)NC(C1=CC(=CC=C1)F)=O)F (N-{4-[(6,7-Dimethoxy-4-quinolyl)oxy]-2-fluorophenyl}-N′-(3-fluorobenzoyl)thiourea). The yield is 90.0%. As a reaction SMILES: FC1C=C(C(Cl)=O)C=CC=1.[CH3:11][O:12][C:13]1[CH:14]=[C:15]2[C:20](=[CH:21][C:22]=1[O:23][CH3:24])[N:19]=[CH:18][CH:17]=[C:16]2[O:25][C:26]1[CH:32]=[CH:31][C:29]([NH2:30])=[C:28]([F:33])[CH:27]=1.[F:34][C:35]1[CH:36]=[C:37]([C:41]([N:43]=[C:44]=[S:45])=[O:42])[CH:38]=[CH:39][CH:40]=1>C1(C)C=CC=CC=1.C(O)C>[F:34][C:35]1[CH:36]=[C:37]([C:41]([N:43]=[C:44]=[S:45])=[O:42])[CH:38]=[CH:39][CH:40]=1.[CH3:11][O:12][C:13]1[CH:14]=[C:15]2[C:20](=[CH:21][C:22]=1[O:23][CH3:24])[N:19]=[CH:18][CH:17]=[C:16]2[O:25][C:26]1[CH:32]=[CH:31][C:29]([NH:30][C:44]([NH:43][C:41](=[O:42])[C:37]2[CH:38]=[CH:39][CH:40]=[C:35]([F:34])[CH:36]=2)=[S:45])=[C:28]([F:33])[CH:27]=1. Reported procedure: 3-Fluoro-1-benzenecarbonyl isothiocyanate was prepared using commercially available 3-fluoro-1-benzenecarbonyl chloride (80 mg) as a starting compound according to the description of the literature. 4-[(6,7-Dimethoxy-4-quinolyl)oxy]-2-fluoroaniline (50 mg) was dissolved in toluene (5 ml) and ethanol (1 ml) to prepare a solution. A solution of 3-fluoro-1-benzenecarbonyl isothiocyanate in ethanol (1 ml) was then added to the solution, and the mixture was stirred at room temperature for 2 hr. The r... The reactants are OC=1C=C(C(=O)O)C=CC1C (3-hydroxy-4-methylbenzoic acid), C([O-])([O-])=O.[Cs+].[Cs+] (cesium carbonate), C(C1=CC=CC=C1)Br (benzyl bromide), C([O-])(O)=O.[Na+] (sodium bicarbonate). The solvent is CN(C=O)C (N,N-dimethylformamide). Reaction conditions: time 2 day. Product: C(C1=CC=CC=C1)OC(C1=CC(=C(C=C1)C)OCC1=CC=CC=C1)=O (3-Benzyloxy-4-methylbenzoic acid benzyl ester). Reaction SMILES: O[C:2]1[CH:3]=[C:4]([CH:8]=[CH:9][C:10]=1C)[C:5](O)=O.[C:12](=[O:15])([O-])[O-:13].[Cs+].[Cs+].[CH2:18](Br)[C:19]1[CH:24]=[CH:23][CH:22]=[CH:21][CH:20]=1.[C:26](=[O:29])(O)[O-].[Na+]>CN(C)C=O>[CH2:18]([O:13][C:12](=[O:15])[C:10]1[CH:2]=[CH:3][C:4]([CH3:5])=[C:8]([O:29][CH2:26][C:2]2[CH:3]=[CH:4][CH:8]=[CH:9][CH:10]=2)[CH:9]=1)[C:19]1[CH:24]=[CH:23][CH:22]=[CH:21][CH:20]=1 |f:1.2.3,5.6|. Procedure details: To a solution of 3-hydroxy-4-methylbenzoic acid (5.0 g) in N,N-dimethylformamide (100 mL) were added cesium carbonate (32 g) and benzyl bromide (12 g) at the same temperature and this mixture was stirred at room temperature for 2 days. To this reaction mixture was added a saturated aqueous sodium bicarbonate solution and this mixture was extracted with ethyl acetate. The organic layer was washed with brine, and dried over anhydrous magnesium sulfate. The solvent was removed under reduced pressur... The reactants are CN1C(=NC2=C1C=CC=C2C(CC(=O)OCC)=O)CCC2=CC=CC=C2 (ethyl 3-(1-methyl-2-(2-phenylethyl)benzimidazol-4-yl)-3-oxopropanoate), [BH4-].[Na+] (sodium borohydride), O (water). Solvent: CO (methanol). Run at time 20 minute. Product: CN1C(=NC2=C1C=CC=C2C(CC(=O)OCC)O)CCC2=CC=CC=C2 (ethyl 3-(1-methyl-2-(2-phenylethyl)benzimidazol-4-yl)-3-hydroxypropanoate). The yield is 48.5%. As a reaction SMILES: [CH3:1][N:2]1[C:6]2[CH:7]=[CH:8][CH:9]=[C:10]([C:11](=[O:18])[CH2:12][C:13]([O:15][CH2:16][CH3:17])=[O:14])[C:5]=2[N:4]=[C:3]1[CH2:19][CH2:20][C:21]1[CH:26]=[CH:25][CH:24]=[CH:23][CH:22]=1.[BH4-].[Na+].O>CO>[CH3:1][N:2]1[C:6]2[CH:7]=[CH:8][CH:9]=[C:10]([CH:11]([OH:18])[CH2:12][C:13]([O:15][CH2:16][CH3:17])=[O:14])[C:5]=2[N:4]=[C:3]1[CH2:19][CH2:20][C:21]1[CH:22]=[CH:23][CH:24]=[CH:25][CH:26]=1 |f:1.2|. Reported procedure: To a suspension of ethyl 3-(1-methyl-2-(2-phenylethyl)benzimidazol-4-yl)-3-oxopropanoate (0.80 g) obtained in Inventive Example 10 in anhydrous methanol (16 mL), was added sodium borohydride in small portions which was cooled in an ice bath. After stirring for 20 minutes at room temperature, the reaction solution was poured into water and concentrated under a reduced pressure. The thus obtained residue was extracted with ethyl acetate, and the organic layer was washed with water and brine in tha...